The task is: describe an organic reaction: reactants, conditions, products, and yield. This data is from the Open Reaction Database (ORD), a public repository of structured organic reaction records. Reactants: [Br-], BrCCCBr, Cc1cn(Cc2ccccc2)c(=O)[nH]c1=O, CN(C)C=O, CCCC[N+](CCCC)(CCCC)CCCC, [Na+], [OH-]. The product is Cc1cn(Cc2ccccc2)c(=O)n(CCCBr)c1=O. Reaction SMILES: [Br-:29].[Br:19][CH2:20][CH2:21][CH2:22][Br:23].[CH2:1]([c:2]1[cH:3][cH:4][cH:5][cH:6][cH:7]1)[n:8]1[c:9](=[O:16])[nH:10][c:11](=[O:15])[c:12]([CH3:14])[cH:13]1.[CH3:24][N:25]([CH3:26])[CH:27]=[O:28].[CH3:30][CH2:31][CH2:32][CH2:33][N+:34]([CH2:35][CH2:36][CH2:37][CH3:38])([CH2:39][CH2:40][CH2:41][CH3:42])[CH2:43][CH2:44][CH2:45][CH3:46].[Na+:18].[OH-:17]>>[CH2:1]([c:2]1[cH:3][cH:4][cH:5][cH:6][cH:7]1)[n:8]1[c:9](=[O:16])[n:10]([CH2:22][CH2:21][CH2:20][Br:19])[c:11](=[O:15])[c:12]([CH3:14])[cH:13]1. Reactants: C1CCOC1, CNC, Cc1ccc(S(=O)(=O)OCCOc2ccc3[nH]nc(S(=O)(=O)c4ccccc4)c3c2)cc1. Yields the product CN(C)CCOc1ccc2[nH]nc(S(=O)(=O)c3ccccc3)c2c1. As a reaction SMILES: [CH2:33]1[O:34][CH2:35][CH2:36][CH2:37]1.[CH3:38][NH:39][CH3:40].[c:1]1([S:7](=[O:8])(=[O:9])[c:10]2[n:11][nH:12][c:13]3[cH:14][cH:15][c:16]([O:19][CH2:20][CH2:21][O:22][S:23]([c:24]4[cH:25][cH:26][c:27]([CH3:28])[cH:29][cH:30]4)(=[O:31])=[O:32])[cH:17][c:18]23)[cH:2][cH:3][cH:4][cH:5][cH:6]1>>[c:1]1([S:7](=[O:8])(=[O:9])[c:10]2[n:11][nH:12][c:13]3[cH:14][cH:15][c:16]([O:19][CH2:20][CH2:21][N:39]([CH3:38])[CH3:40])[cH:17][c:18]23)[cH:2][cH:3][cH:4][cH:5][cH:6]1. Reactants: ClC=1C=CC2=C(C(=[N+](CC=3N2C=NC3N3CCCC3)[O-])C3=C(C=CC=C3)F)C1 (8-chloro-6-(2-fluorophenyl)-3-pyrolidinyl-4H-imidazo[1,5-a][1,4]benzodiazepine 5-oxide), O1CCCC1 (tetrahydrofuran). Reagents/catalysts: [Ni] (Raney nickel). Solvent: C(C)O (ethanol). Conditions: time 15 hour. The product is ClC=1C=CC2=C(C(=NCC=3N2C=NC3N3CCCC3)C3=C(C=CC=C3)F)C1 (8-Chloro-6-(2-fluorophenyl)-3-pyrrolidinyl-4H-imidazo[1,5-a][1,4]benzodiazepine). Reaction SMILES: [Cl:1][C:2]1[CH:3]=[CH:4][C:5]2[N:11]3[CH:12]=[N:13][C:14]([N:15]4[CH2:19][CH2:18][CH2:17][CH2:16]4)=[C:10]3[CH2:9][N+:8]([O-])=[C:7]([C:21]3[CH:26]=[CH:25][CH:24]=[CH:23][C:22]=3[F:27])[C:6]=2[CH:28]=1.O1CCCC1>[Ni].C(O)C>[Cl:1][C:2]1[CH:3]=[CH:4][C:5]2[N:11]3[CH:12]=[N:13][C:14]([N:15]4[CH2:19][CH2:18][CH2:17][CH2:16]4)=[C:10]3[CH2:9][N:8]=[C:7]([C:21]3[CH:26]=[CH:25][CH:24]=[CH:23][C:22]=3[F:27])[C:6]=2[CH:28]=1. Reported procedure: A mixture of 1 g of 8-chloro-6-(2-fluorophenyl)-3-pyrolidinyl-4H-imidazo[1,5-a][1,4]benzodiazepine 5-oxide, 5 g of Raney nickel, 25 ml of tetrahydrofuran and 25 ml of ethanol was hydrogenated at atmospheric pressure for 15 hours. The catalyst was removed by filtration over Celite and the filtrate was evaporated. The residue was passed over silica gel using 5% (v/v) of ethanol in methylene chloride. Crystallization from ether/hexane gave end product as yellowish crystals with mp 114°-118° C. Reactants: C(C)C1=CC(=C(NC1=O)C)C1=NC=CC(=C1)C(=O)O (5′-ethyl-2′-methyl-6′-oxo-1′,6′-dihydro-[2,3′]bipyridinyl-4-carboxylic acid), C(CCC)N (n-butyl amine). The product is C(CCC)NC(=O)C1=CC(=NC=C1)C1=C(NC(C(=C1)CC)=O)C (5′-Ethyl-2′-methyl-6′-oxo-1′,6′-dihydro-[2,3′]bipyridinyl-4-carboxylic acid butylamide). As a reaction SMILES: [CH2:1]([C:3]1[C:8](=[O:9])[NH:7][C:6]([CH3:10])=[C:5]([C:11]2[CH:16]=[C:15]([C:17]([OH:19])=O)[CH:14]=[CH:13][N:12]=2)[CH:4]=1)[CH3:2].[CH2:20]([NH2:24])[CH2:21][CH2:22][CH3:23]>>[CH2:20]([NH:24][C:17]([C:15]1[CH:14]=[CH:13][N:12]=[C:11]([C:5]2[CH:4]=[C:3]([CH2:1][CH3:2])[C:8](=[O:9])[NH:7][C:6]=2[CH3:10])[CH:16]=1)=[O:19])[CH2:21][CH2:22][CH3:23]. Reported procedure: Method 1, Example 205 is substantially repeated except for utilizing 5′-ethyl-2′-methyl-6′-oxo-1′,6′-dihydro-[2,3′]bipyridinyl-4-carboxylic acid and n-butyl amine to afford the title compound. MS: m/e=314 (M+H). The reactants are C(C1=CC=CC=C1)NCCCO (3-benzylamino-propan-1-ol), C(Cl)C1CO1 (epichlorohydrin). Run at time 3 hour. Product: C(C1=CC=CC=C1)N1C(OCCCC1)CCl (3-Benzyl-2-chloromethyl-[1,3]oxazepane). Yield: 23.7%. Reaction SMILES: [CH2:1]([NH:8][CH2:9][CH2:10][CH2:11]O)[C:2]1[CH:7]=[CH:6][CH:5]=[CH:4][CH:3]=1.[CH2:13]([CH:15]1[O:17][CH2:16]1)[Cl:14]>>[CH2:1]([N:8]1[CH2:9][CH2:10][CH2:11][CH2:16][O:17][CH:15]1[CH2:13][Cl:14])[C:2]1[CH:3]=[CH:4][CH:5]=[CH:6][CH:7]=1. Procedure details: A solution of 3-benzylamino-propan-1-ol (14 g, 88.0 mmol) and epichlorohydrin (81.4 g, 880 mmol) was heated to 40° C. After stirring for 3 h the reaction was cooled and excess epichlorohydrin was removed by evaporation in vacuo. Sulfuric acid (10 mL) was added slowly, then the reaction flask was placed in a preheated oil bath at 150° C. Stirring proceeded for 1 h, then the reaction was allowed to cool to room temperature and quenched with the addition of ice. The mixture was adjusted to a basic ... The reactants are CCOC(=O)C (EtOAc), ClC=1C=CC(=NC1)CO ((5-chloropyridin-2-yl)methanol), S(=O)(Cl)Cl (thionyl chloride), C(=O)([O-])[O-].[Na+].[Na+] (Na2CO3). Reagents/catalysts: CN(C)C=O (DMF). The solvent is O (water), ClCCl (dichloromethane). Conditions: time 1 hour. Product: ClC=1C=CC(=NC1)CCl (5-chloro-2-(chloromethyl)pyridine). The yield is 89.4%. Reaction SMILES: [Cl:1][C:2]1[CH:3]=[CH:4][C:5]([CH2:8]O)=[N:6][CH:7]=1.S(Cl)([Cl:12])=O.CCOC(C)=O.C([O-])([O-])=O.[Na+].[Na+]>ClCCl.CN(C=O)C.O>[Cl:1][C:2]1[CH:3]=[CH:4][C:5]([CH2:8][Cl:12])=[N:6][CH:7]=1 |f:3.4.5|. Procedure details: To a stirring solution of (5-chloropyridin-2-yl)methanol (840 mg, 5.8 mmol) in dichloromethane (10 mL) at 0° C. under argon was added thionyl chloride (0.64 mL, 8.77 mmol), followed by 4 drops of DMF (white precipitate formed). The reaction mixture was allowed to stir at room temperature for 1 h. The reaction mixture was concentrated to a white solid. The solid thus obtained was cooled in an ice bath before EtOAc (20 mL) and water (20 mL) and then 10% aqueous Na2CO3 solution (20 mL) were added. ... Reactants: C(C)(=O)OC=1C=C2C=CC(OC2=CC1C(CC(C)(C)C)(C)C)(COC1=CC=C(C=C1)[N+](=O)[O-])C (6-acetoxy-2-methyl-2-(4-nitrophenoxymethyl)-7-(1,1,3,3-tetramethylbutyl)-2H-chromene), 2g, [H][H] (hydrogen). Reagents/catalysts: [Pd] (palladium-on-carbon). The solvent is CO (methanol). Yields the product C(C)(=O)OC=1C=C2CCC(OC2=CC1C(CC(C)(C)C)(C)C)(C)COC1=CC=C(C=C1)N (6-Acetoxy-2-(4-aminophenoxymethyl)-2-methyl-7-(1,1,3,3-tetramethylbutyl)chroman). RXN SMILES: [C:1]([O:4][C:5]1[CH:6]=[C:7]2[C:12](=[CH:13][C:14]=1[C:15]([CH3:22])([CH3:21])[CH2:16][C:17]([CH3:20])([CH3:19])[CH3:18])[O:11][C:10]([CH3:34])([CH2:23][O:24][C:25]1[CH:30]=[CH:29][C:28]([N+:31]([O-])=O)=[CH:27][CH:26]=1)[CH:9]=[CH:8]2)(=[O:3])[CH3:2].[H][H]>[Pd].CO>[C:1]([O:4][C:5]1[CH:6]=[C:7]2[C:12](=[CH:13][C:14]=1[C:15]([CH3:21])([CH3:22])[CH2:16][C:17]([CH3:20])([CH3:18])[CH3:19])[O:11][C:10]([CH2:23][O:24][C:25]1[CH:26]=[CH:27][C:28]([NH2:31])=[CH:29][CH:30]=1)([CH3:34])[CH2:9][CH2:8]2)(=[O:3])[CH3:2]. Procedure details: Using Paar's hydrogenation apparatus, a mixture of 9.1 g of 6-acetoxy-2-methyl-2-(4-nitrophenoxymethyl)-7-(1,1,3,3-tetramethylbutyl)-2H-chromene (prepared as described in Preparation 21), 2g of 10% w/w palladium-on-carbon and 150 ml of methanol was stirred for 10 hours under 3-5 atmospheres (about 3-5-bars) pressure of hydrogen. The catalyst was filtered off, and the filtrate was condensed by evaporation under reduced pressure. The residue was purified by silica gel column chromatography, eluted... The reactants are O=C([O-])[O-], COc1ccc(B(O)O)cc1C, COCCOC, FC(F)(F)c1nsc(Cl)n1, [Na+], [Na+], O, c1ccc(P(c2ccccc2)(c2ccccc2)[Pd](P(c2ccccc2)(c2ccccc2)c2ccccc2)(P(c2ccccc2)(c2ccccc2)c2ccccc2)P(c2ccccc2)(c2ccccc2)c2ccccc2)cc1. Yields the product COc1ccc(-c2nc(C(F)(F)F)ns2)cc1C. RXN SMILES: [C:30](=[O:31])([O-:32])[O-:33].[CH3:11][O:12][c:13]1[c:14]([CH3:22])[cH:15][c:16]([B:19]([OH:20])[OH:21])[cH:17][cH:18]1.[CH3:24][O:25][CH2:26][CH2:27][O:28][CH3:29].[Cl:1][c:2]1[n:3][c:4]([C:7]([F:8])([F:9])[F:10])[n:5][s:6]1.[Na+:34].[Na+:35].[OH2:23].[cH:36]1[cH:37][cH:38][c:39]([P:40]([Pd:41]([P:42]([c:43]2[cH:44][cH:45][cH:46][cH:47][cH:48]2)([c:49]2[cH:50][cH:51][cH:52][cH:53][cH:54]2)[c:55]2[cH:56][cH:57][cH:58][cH:59][cH:60]2)([P:61]([c:62]2[cH:63][cH:64][cH:65][cH:66][cH:67]2)([c:68]2[cH:69][cH:70][cH:71][cH:72][cH:73]2)[c:74]2[cH:75][cH:76][cH:77][cH:78][cH:79]2)[P:80]([c:81]2[cH:82][cH:83][cH:84][cH:85][cH:86]2)([c:87]2[cH:88][cH:89][cH:90][cH:91][cH:92]2)[c:93]2[cH:94][cH:95][cH:96][cH:97][cH:98]2)([c:99]2[cH:100][cH:101][cH:102][cH:103][cH:104]2)[c:105]2[cH:106][cH:107][cH:108][cH:109][cH:110]2)[cH:111][cH:112]1>>[c:2]1(-[c:16]2[cH:15][c:14]([CH3:22])[c:13]([O:12][CH3:11])[cH:18][cH:17]2)[n:3][c:4]([C:7]([F:8])([F:9])[F:10])[n:5][s:6]1. Reactants: COC(=O)C1=NC(=NC(=C1)C(N[C@@H](C[C@@H](C)C(=O)OCC)CC1=CC=C(C=C1)C1=CC=CC=C1)=O)Cl (6-((1S,3R)-1-biphenyl-4-ylmethyl-3-ethoxycarbonyl-butylcarbamoyl)-2-chloro-pyrimidine-4-carboxylic acid methyl ester), C[O-].[Na+] (sodium methoxide), O (Water). The solvent is C1CCOC1 (THF). Reaction conditions: time 18 hour. Product: COC(=O)C1=NC(=NC(=C1)C(N[C@@H](C[C@@H](C)C(=O)OCC)CC1=CC=C(C=C1)C1=CC=CC=C1)=O)OC (6-((1S,3R)-1-biphenyl-4-ylmethyl-3-ethoxycarbonyl-butylcarbamoyl)-2-methoxy-pyrimidine-4-carboxylic acid methyl ester). Reaction SMILES: [CH3:1][O:2][C:3]([C:5]1[CH:10]=[C:9]([C:11](=[O:35])[NH:12][C@H:13]([CH2:22][C:23]2[CH:28]=[CH:27][C:26]([C:29]3[CH:34]=[CH:33][CH:32]=[CH:31][CH:30]=3)=[CH:25][CH:24]=2)[CH2:14][C@H:15]([C:17]([O:19][CH2:20][CH3:21])=[O:18])[CH3:16])[N:8]=[C:7](Cl)[N:6]=1)=[O:4].[CH3:37][O-:38].[Na+].O>C1COCC1>[CH3:1][O:2][C:3]([C:5]1[CH:10]=[C:9]([C:11](=[O:35])[NH:12][C@H:13]([CH2:22][C:23]2[CH:28]=[CH:27][C:26]([C:29]3[CH:34]=[CH:33][CH:32]=[CH:31][CH:30]=3)=[CH:25][CH:24]=2)[CH2:14][C@H:15]([C:17]([O:19][CH2:20][CH3:21])=[O:18])[CH3:16])[N:8]=[C:7]([O:38][CH3:37])[N:6]=1)=[O:4] |f:1.2|. Reported procedure: To a solution of 6-((1S,3R)-1-biphenyl-4-ylmethyl-3-ethoxycarbonyl-butylcarbamoyl)-2-chloro-pyrimidine-4-carboxylic acid methyl ester (74 mg, 0.145 mmol, from Example 42-1) in THF (5 mL) is added sodium methoxide (47 mg, 0.218 mmol) and the mixture is stirred at room temperature for 18 hours. Water is added and the mixture is extracted with EtOAc. The organic phase is washed with brine and dried over magnesium sulfate. The solvent is removed under reduced pressure to give 6-((1S,3R)-1-biphenyl-4...